Dataset: the Open Reaction Database (ORD), a public repository of structured organic reaction records. Task: describe an organic reaction: reactants, conditions, products, and yield The reactants are C(C)(C)(C)OC(=O)N1CCNCC1 (1-tert-butyloxycarbonylpiperazine), O (water), C1(CCC1)=O (cyclobutanone), C(#N)[BH3-].[Na+] (sodium cyanoborohydride), solution. Solvent: C1CCOC1 (THF), C1CCOC1 (THF), C(C)(=O)O (acetic acid). Conditions: temperature 60 celsius. Yields the product C(C)(C)(C)OC(=O)N1CCN(CC1)C1CCC1 (4-Cyclobutylpiperazine-1-carboxylic acid tert-butyl ester). Yield: 38.1%. Reaction SMILES: [C:1]([O:5][C:6]([N:8]1[CH2:13][CH2:12][NH:11][CH2:10][CH2:9]1)=[O:7])([CH3:4])([CH3:3])[CH3:2].O.[C:15]1(=O)[CH2:18][CH2:17][CH2:16]1.C([BH3-])#N.[Na+]>C1COCC1.C(O)(=O)C>[C:1]([O:5][C:6]([N:8]1[CH2:13][CH2:12][N:11]([CH:15]2[CH2:18][CH2:17][CH2:16]2)[CH2:10][CH2:9]1)=[O:7])([CH3:4])([CH3:2])[CH3:3] |f:3.4|. Procedure details: To a solution of 1-tert-butyloxycarbonylpiperazine (2.24 g, 12.0 mmol) in THF (20 ml) were added water (0.2 ml), cyclobutanone (1.35 ml, 18.1 mmol), acetic acid (2.20 ml) and sodium cyanoborohydride (18 ml of a 1M solution in THF, 18 mmol). The mixture was stirred at 60° C. over night, concentrated, and the residue was mixed with water (50 ml) and 1N aqueous hydrochloric acid (15 ml). The solution was washed with ethyl acetate (2×30 ml), made basic by addition of potassium carbonate, extracted (... The reactants are C(CCCCCCC)OC1=NC(=C2NC=NC2=N1)N (2-octanoxyadenine), C(C1=CC=CC=C1)(=O)NC=1C=2N=CN([C@H]3C([C@H](O)[C@@H](CO)O3)=S(=O)=O)C2N=C(N1)C (N6-benzoyl-2′-deoxy-2-methyl-sulfonyladenosine), C(C)N(C(C)C)C(C)C (ethyl diisopropylamine), C(CCCCCCC)(=O)N (octanoylamine). Solvent: CN(C)C=O (DMF). Product: C(C1=CC=CC=C1)(=O)NC=1C=2N=CN([C@H]3C[C@H](O)[C@@H](CO)O3)C2N=CN1 (N6-benzoyl-2′-deoxyadenosine). As a reaction SMILES: C(OC1N=C2C(NC=N2)=C(N)N=1)CCCCCCC.[C:20]([NH:28][C:29]1[C:30]2[N:31]=[CH:32][N:33]([C:45]=2[N:46]=[C:47](C)[N:48]=1)[C@@H:34]1[O:41][C@H:38]([CH2:39][OH:40])[C@@H:36]([OH:37])[C:35]1=S(=O)=O)(=[O:27])[C:21]1[CH:26]=[CH:25][CH:24]=[CH:23][CH:22]=1.C(N(C(C)C)C(C)C)C.C(N)(=O)CCCCCCC>CN(C=O)C>[C:20]([NH:28][C:29]1[C:30]2[N:31]=[CH:32][N:33]([C:45]=2[N:46]=[CH:47][N:48]=1)[C@@H:34]1[O:41][C@H:38]([CH2:39][OH:40])[C@@H:36]([OH:37])[CH2:35]1)(=[O:27])[C:21]1[CH:22]=[CH:23][CH:24]=[CH:25][CH:26]=1. Reported procedure: Synthesis of 5LO sequence 5′-GAA GTC ACT GGA ACG-3′ (SEQ ID NO:21) containing 2-octanoxyadenine at specific positions is described. A solution of N6-benzoyl-2′-deoxy-2-methyl-sulfonyladenosine, ethyl diisopropylamine, octanoylamine, and DMF is heated to 100° C. for 30 min and evaporated to dryness under reduced pressure. Recrystallization of the residue affords N6-benzoyl-2′-deoxyadenosine with the carbon chain in the 2-position. This material is converted by procedures of examples 107 and 108 a... Starting materials: FC1=NC(=NC(=N1)F)Cl (2,4-difluoro-6-chloro-s-triazine), FC1=NC(=NC(=N1)Cl)Cl (2-fluoro-4,6-dichloro-s-triazine). The product is N1=C(F)N=C(F)N=C1F (cyanuric fluoride). Reaction SMILES: [F:1][C:2]1[N:7]=[C:6]([F:8])[N:5]=[C:4](Cl)[N:3]=1.[F:10]C1N=C(Cl)N=C(Cl)N=1>>[N:3]1[C:4]([F:10])=[N:5][C:6]([F:8])=[N:7][C:2]=1[F:1]. Reported procedure: If 2,4-difluoro-6-chloro-s-triazine or 2-fluoro-4,6-dichloro-s-triazine is used in place of cyanuric chloride as the starting material, very good yields of pure cyanuric fluoride are possible even with molar ratios of hydrogen fluoride/cyanuric halide which are lower than those mentioned above. For example, when 2,4-difluoro-6-chloro-s-triazine is used the reaction is advantageously carried out with a molar ratio of hydrogen fluoride/2,4-difluoro-6-chloro-s-triazine of 1:1 to 4:1, preferably abo... The reactants are C(=O)(OCC1=CC=CC=C1)N(CCS(=O)(=O)O)C(CCCN)=O (N-carbobenzoxy-γ-aminobutyryl-taurine). The reagents and catalysts are [Pd] (palladium-on-carbon). The solvent is O (water). Reaction conditions: time 2 hour. The product is NCCCC(=O)NCCS(=O)(=O)O (γ-aminobutyryl-taurine). Yield: 76.0%. Reaction SMILES: C([N:11]([C:18](=[O:23])[CH2:19][CH2:20][CH2:21][NH2:22])[CH2:12][CH2:13][S:14]([OH:17])(=[O:16])=[O:15])(OCC1C=CC=CC=1)=O>O.[Pd]>[NH2:22][CH2:21][CH2:20][CH2:19][C:18]([NH:11][CH2:12][CH2:13][S:14]([OH:17])(=[O:15])=[O:16])=[O:23]. Procedure: The N-carbobenzoxy-γ-aminobutyryl-taurine obtained as described in Example 2 is dissolved in 10 ml of water. 100 mg of 10% palladium-on-carbon catalyst are added to the solution, and the mixture is hydrogenated for 2 hours. The catalyst is filtered off, and the filtrate is evaporated in vacuo at 35° C. The obtained crude product is crystallized from a 1:10 mixture of water and acetone. 0.798 g (76%) of γ-aminobutyryl-taurine are obtained: m.p.: 247° C. Reactants: C1(CCCCC1)N1N(C(=C(C1=O)[N+](=O)[O-])C)C (2-cyclohexyl-1,5-dimethyl-4-nitro-1H-pyrazol-3(2H)-one). The reagents and catalysts are [Pd] (Pd/C). Solvent: CC(C)(C)OC (TBME), CO (MeOH), C1CCOC1 (THF). Conditions: time 57.5 hour. The product is NC=1C(N(N(C1C)C)C1CCCCC1)=O (4-Amino-2-cyclohexyl-1,5-dimethyl-1H-pyrazol-3(2H)-one). As a reaction SMILES: [CH:1]1([N:7]2[C:11](=[O:12])[C:10]([N+:13]([O-])=O)=[C:9]([CH3:16])[N:8]2[CH3:17])[CH2:6][CH2:5][CH2:4][CH2:3][CH2:2]1>CO.C1COCC1.CC(OC)(C)C.[Pd]>[NH2:13][C:10]1[C:11](=[O:12])[N:7]([CH:1]2[CH2:2][CH2:3][CH2:4][CH2:5][CH2:6]2)[N:8]([CH3:17])[C:9]=1[CH3:16]. Procedure: To 2-cyclohexyl-1,5-dimethyl-4-nitro-1H-pyrazol-3(2H)-one (415 g, 1.73 mol) in MeOH (4500 ml) and THF (4500 ml) was added 10% Pd/C (70 g) and the reaction mixture was hydrogenated at 0.1 bar and RT for 57.5 h. The resulting mixture was filtered through a pressure strainer and washed with methanol (1×1 L) and THF (2×1 L). The filtrate was concentrated under reduced pressure to give a dark red oil. The oil was dissolved immediately in TBME (4 L), concentrated under reduced pressure to ca. 2 L and ...